This data is from the Open Reaction Database (ORD), a public repository of structured organic reaction records. The task is: describe an organic reaction: reactants, conditions, products, and yield Reactants: OCC=1C=CC(=NC1C)NC(C(C)(C)C)=O (N-(5-Hydroxymethyl-6-methyl-pyridin-2-yl)-2,2-dimethyl-propionamide), BrCC1CC1 (bromomethyl cyclopropane). Product: C1(CC1)COCC=1C=CC(=NC1C)NC(C(C)(C)C)=O (N-(5-Cyclopropylmethoxymethyl-6-methyl-pyridin-2-yl)-2,2-dimethyl-propionamide). As a reaction SMILES: [OH:1][CH2:2][C:3]1[CH:4]=[CH:5][C:6]([NH:10][C:11](=[O:16])[C:12]([CH3:15])([CH3:14])[CH3:13])=[N:7][C:8]=1[CH3:9].Br[CH2:18][CH:19]1[CH2:21][CH2:20]1>>[CH:19]1([CH2:18][O:1][CH2:2][C:3]2[CH:4]=[CH:5][C:6]([NH:10][C:11](=[O:16])[C:12]([CH3:13])([CH3:15])[CH3:14])=[N:7][C:8]=2[CH3:9])[CH2:21][CH2:20]1. Procedure details: This material was prepared in analogy to example 86 step A] from N-(5-Hydroxymethyl-6-methyl-pyridin-2-yl)-2,2-dimethyl-propionamide (0.445 g) and bromomethyl cyclopropane (0.275 g) as a light yellow oil (0.357g). MS (ESI): 277.2 (MH+).